describe an organic reaction: reactants, conditions, products, and yield From a dataset of the Open Reaction Database (ORD), a public repository of structured organic reaction records. Yields the product COCCOC(=O)C1=C(O)c2ccccc2S(=O)(=O)N1C. RXN SMILES: [CH3:1][N:2]1[S:3](=[O:4])(=[O:5])[c:6]2[cH:7][cH:8][cH:9][cH:10][c:11]2[C:12]1=[O:13].[CH3:25][S:26]([CH3:27])=[O:28].[Cl:14][CH2:15][C:16](=[O:17])[O:18][CH2:19][CH2:20][O:21][CH3:22].[H-:23].[Na+:24]>>[CH3:1][N:2]1[S:3](=[O:4])(=[O:5])[c:6]2[cH:7][cH:8][cH:9][cH:10][c:11]2[C:12]([OH:13])=[C:15]1[C:16](=[O:17])[O:18][CH2:19][CH2:20][O:21][CH3:22]. Reactants: CN1C(=O)c2ccccc2S1(=O)=O, CS(C)=O, COCCOC(=O)CCl, [H-], [Na+].